From a dataset of the Open Reaction Database (ORD), a public repository of structured organic reaction records. describe an organic reaction: reactants, conditions, products, and yield Reactants: COC=1C=C(C=NC1OC)C=O (5,6-dimethoxypyridine-3-carbaldehyde), CC1=NC(=NO1)C1=CC=C(C=C1)N (4-(5-methyl-[1,2,4]oxadiazol-3-yl)phenylamine), C[Si](C)(C)C#N (trimethylsilyl cyanide). The reagents and catalysts are C(F)(F)(F)S(=O)(=O)[O-].C(F)(F)(F)S(=O)(=O)[O-].C(F)(F)(F)S(=O)(=O)[O-].[Yb+3] (Yb(OTf)3). Run in C1CCOC1 (THF). Run at time 2 hour. Product: COC=1C=C(C=NC1OC)C(C#N)NC1=CC=C(C=C1)C1=NOC(=N1)C ((5,6-dimethoxypyridin-3-yl)-[4-(5-methyl[1,2,4]oxadiazol-3-yl)phenylamino]acetonitrile). Reaction SMILES: [CH3:1][O:2][C:3]1[CH:4]=[C:5]([CH:11]=O)[CH:6]=[N:7][C:8]=1[O:9][CH3:10].[CH3:13][C:14]1[O:18][N:17]=[C:16]([C:19]2[CH:24]=[CH:23][C:22]([NH2:25])=[CH:21][CH:20]=2)[N:15]=1.C[Si]([C:30]#[N:31])(C)C>C1COCC1.C(S([O-])(=O)=O)(F)(F)F.C(S([O-])(=O)=O)(F)(F)F.C(S([O-])(=O)=O)(F)(F)F.[Yb+3]>[CH3:1][O:2][C:3]1[CH:4]=[C:5]([CH:11]([NH:25][C:22]2[CH:23]=[CH:24][C:19]([C:16]3[N:15]=[C:14]([CH3:13])[O:18][N:17]=3)=[CH:20][CH:21]=2)[C:30]#[N:31])[CH:6]=[N:7][C:8]=1[O:9][CH3:10] |f:4.5.6.7|. Procedure details: To a solution of 1.0 g of 5,6-dimethoxypyridine-3-carbaldehyde [CAS No. 52605-99-9] in 10 ml of THF there were added 1.15 g of 4-(5-methyl-[1,2,4]oxadiazol-3-yl)phenylamine, 5 g of MS3A and 371 mg of Yb(OTf)3 under a nitrogen atmosphere, and after stirring at room temperature for 2 hours, 4.5 ml of trimethylsilyl cyanide was added and the mixture was stirred at room temperature for 12 hours and 30 minutes. The reaction mixture was filtered, and the filtrate was concentrated under reduced pressur...